describe an organic reaction: reactants, conditions, products, and yield From a dataset of the Open Reaction Database (ORD), a public repository of structured organic reaction records. The reactants are COC(C1=C(C=CC(=C1)I)OC)=O (5-Iodo-2-methoxy-benzoic acid methyl ester), CC1(C2=C(C(=CC=C2)P(C3=CC=CC=C3)C4=CC=CC=C4)OC5=C(C=CC=C51)P(C6=CC=CC=C6)C7=CC=CC=C7)C (xantphos), N1CCOCC1 (morpholine), C([O-])([O-])=O.[Cs+].[Cs+] (cesium carbonate). Reagents/catalysts: C1=CC=C(C=C1)/C=C/C(=O)/C=C/C2=CC=CC=C2.C1=CC=C(C=C1)/C=C/C(=O)/C=C/C2=CC=CC=C2.[Pd].[Pd] (bis(dibenzylideneacetone)dipalladium). Solvent: O1CCOCC1 (dioxane). Reaction conditions: temperature 100 celsius. Product: COC(C1=C(C=CC(=C1)N1CCOCC1)OC)=O (2-methoxy-5-morpholin-4-yl-benzoic acid methyl ester). Isolated yield 39.8%. Reaction SMILES: [CH3:1][O:2][C:3](=[O:13])[C:4]1[CH:9]=[C:8](I)[CH:7]=[CH:6][C:5]=1[O:11][CH3:12].[NH:14]1[CH2:19][CH2:18][O:17][CH2:16][CH2:15]1.C(=O)([O-])[O-].[Cs+].[Cs+].CC1(C)C2C(=C(P(C3C=CC=CC=3)C3C=CC=CC=3)C=CC=2)OC2C(P(C3C=CC=CC=3)C3C=CC=CC=3)=CC=CC1=2>O1CCOCC1.C1C=CC(/C=C/C(/C=C/C2C=CC=CC=2)=O)=CC=1.C1C=CC(/C=C/C(/C=C/C2C=CC=CC=2)=O)=CC=1.[Pd].[Pd]>[CH3:1][O:2][C:3](=[O:13])[C:4]1[CH:9]=[C:8]([N:14]2[CH2:19][CH2:18][O:17][CH2:16][CH2:15]2)[CH:7]=[CH:6][C:5]=1[O:11][CH3:12] |f:2.3.4,7.8.9.10|. Procedure details: 5-Iodo-2-methoxy-benzoic acid methyl ester (500 mg, 1.7 mmol), morpholine (223 μl, 2.5 mmol), cesium carbonate (850 mg, 2.7 mmol), xantphos (60 mg, 0.1 mmol) and bis(dibenzylideneacetone)dipalladium (35 mg, 0.04 mmol) were suspended in dioxane (5 ml) and heated at 100° C. for 5 h. The mixture was then cooled, filtered and the residue was purified by flash column chromatography [SiO2, EtOAc] to give 2-methoxy-5-morpholin-4-yl-benzoic acid methyl ester (170 mg) as a colourless solid. (LC/MS (basic... The reactants are FC(OC1=CC=C(C=C1)C#CC=1C=C(C=O)C=CC1)F (3-{[4-(difluoromethoxy)phenyl]ethynyl}benzaldehyde), CC1=CC=C(C=C1)S(=O)(=O)NN (4-methylbenzenesulfonohydrazide), CCO (EtOH). The solvent is O (water). Product: FC(OC1=CC=C(C=C1)C#CC=1C=C(C=CC1)\C=N\NS(=O)(=O)C1=CC=C(C=C1)C)F (N′-[(1E)-(3-{[4-(difluoromethoxy)phenyl]ethynyl}phenyl)methylene]-4-methylbenzenesulfonohydrazide). Yield: 90.3%. As a reaction SMILES: [F:1][CH:2]([F:20])[O:3][C:4]1[CH:9]=[CH:8][C:7]([C:10]#[C:11][C:12]2[CH:13]=[C:14]([CH:17]=[CH:18][CH:19]=2)[CH:15]=O)=[CH:6][CH:5]=1.[CH3:21][C:22]1[CH:27]=[CH:26][C:25]([S:28]([NH:31][NH2:32])(=[O:30])=[O:29])=[CH:24][CH:23]=1.CCO>O>[F:1][CH:2]([F:20])[O:3][C:4]1[CH:9]=[CH:8][C:7]([C:10]#[C:11][C:12]2[CH:13]=[C:14](/[CH:15]=[N:32]/[NH:31][S:28]([C:25]3[CH:26]=[CH:27][C:22]([CH3:21])=[CH:23][CH:24]=3)(=[O:29])=[O:30])[CH:17]=[CH:18][CH:19]=2)=[CH:6][CH:5]=1. Procedure details: A mixture of 3-{[4-(difluoromethoxy)phenyl]ethynyl}benzaldehyde (3.69 g, 13.57 mmol), 4-methylbenzenesulfonohydrazide (2.9 g, 15.6 mmol) and EtOH (11 mL) was refluxed for 30 minutes. cooled to room temperature, poured into water and extracted with ethyl ether. The organic extracts were combined dried over MgSO4 and concentrated in vacuo. The resultant residue was purified on silica gel (Biotage) using hexanes/EtOAc (2/1) as the eluting solvents to give N′-[(1E)-(3-{[4-(difluoromethoxy)phenyl]eth... Reaction conditions: time 3 hour. The yield is 97.9%. Reaction SMILES: [Cl:1][C:2]1[C:7]([Cl:8])=[C:6]([C:9](=[O:13])[CH2:10][CH2:11][CH3:12])[CH:5]=[CH:4][C:3]=1[OH:14].[OH-:15].[Na+].C(Cl)(Cl)Cl>CC(C)=O>[Cl:1][C:2]1[C:7]([Cl:8])=[C:6]([C:9](=[O:13])[CH2:10][CH2:11][CH3:12])[CH:5]=[CH:4][C:3]=1[O:14][C:6]([CH3:7])([CH3:5])[C:9]([OH:13])=[O:15] |f:1.2|. Run in CC(=O)C (acetone). Procedure: A mixture of 2,3-dichloro-4-butyrylphenol (15 g, 0.064 mole), acetone (140 ml) and sodium hydroxide (14.5 g, 0.36 mole) was stirred and heated to reflux. Chloroform (12 g, 0.1 mole) was added to the mixture dropwise over a period of 15 minutes. Refluxing was continued for 3 hours and the acetone was evaporated in vacuo. The residue was treated with ice water containing hydrochloric acid. The product was extracted with ether. The ether extract was washed with water, then with brine and finally dr... The product is ClC1=C(OC(C(=O)O)(C)C)C=CC(=C1Cl)C(CCC)=O (2-(2,3-dichloro-4-butyrylphenoxy)-2-methylpropionic acid). The reactants are ClC1=C(C=CC(=C1Cl)C(CCC)=O)O (2,3-dichloro-4-butyrylphenol), [OH-].[Na+] (sodium hydroxide), C(Cl)(Cl)Cl (Chloroform). Reaction conditions: temperature 80 celsius, time 7 hour. The reactants are FC1=CC=C(C=NN(C)C)C=C1. Procedure: Following the general procedure, column chromatography in neutral alumina (EtOAc/n-hexane 1:10) afforded 11h (103 mg, 70 %). The product is FC1=CC=C(C=NN(C)C)C(=C1)B2OC(C)(C)C(O2)(C)C. Reagents/catalysts: O1B(OC(C)(C)C1(C)C)B2OC(C)(C)C(O2)(C)C, N=1C=CC=CC1C=NN(CC=2C=CC=CC2)CC=3C=CC=CC3, O1BOC(C)(C)C1(C)C, C[OH2+].C[OH2+].C1CC=CCCC=C1.C1CC=CCCC=C1.[Ir].[Ir]. Run in O1CCCC1. The yield is 70.0%. Reactants: O[C@H](C)[C@@H]1[C@@H]2N(C(=C([C@@H]2C)C2=C(N3C(S2)=CN=C3)C)C(=O)OCC3=CC=C(C=C3)[N+](=O)[O-])C1=O (4-nitrobenzyl (1S,5R, 6S)-6-((1R)-1-hydroxyethyl)-1-methyl-2-(3-methylimidazo[5,1-b]thiazol-2-yl)-1-carbapen-2-em-3-carboxylate), IC (iodomethane). The solvent is ClCCl (dichloromethane). Conditions: time 18 hour. Product: [I-].CC=1[N+]=2C(SC1C=1[C@@H]([C@H]3N(C1C(=O)OCC1=CC=C(C=C1)[N+](=O)[O-])C([C@@H]3[C@@H](C)O)=O)C)=CN(C2)C (4-nitrobenzyl (1S,5R,6S)-2-(3,6-dimethylimidazo[5,1-b]thiazolium-2-yl)-6-((1R)-1-hydroxyethyl)-1-methyl-1-carbapen-2-em-3-carboxylate iodide). As a reaction SMILES: [OH:1][C@@H:2]([C@H:4]1[C:33](=[O:34])[N:6]2[C:7]([C:20]([O:22][CH2:23][C:24]3[CH:29]=[CH:28][C:27]([N+:30]([O-:32])=[O:31])=[CH:26][CH:25]=3)=[O:21])=[C:8]([C:11]3[S:15][C:14]4=[CH:16][N:17]=[CH:18][N:13]4[C:12]=3[CH3:19])[C@H:9]([CH3:10])[C@H:5]12)[CH3:3].[I:35][CH3:36]>ClCCl>[I-:35].[CH3:19][C:12]1[N+:13]2[C:14](=[CH:16][N:17]([CH3:36])[CH:18]=2)[S:15][C:11]=1[C:8]1[C@H:9]([CH3:10])[C@@H:5]2[C@@H:4]([C@H:2]([OH:1])[CH3:3])[C:33](=[O:34])[N:6]2[C:7]=1[C:20]([O:22][CH2:23][C:24]1[CH:25]=[CH:26][C:27]([N+:30]([O-:32])=[O:31])=[CH:28][CH:29]=1)=[O:21] |f:3.4|. Procedure details: To a solution of 73.6 mg of 4-nitrobenzyl (1S,5R, 6S)-6-((1R)-1-hydroxyethyl)-1-methyl-2-(3-methylimidazo[5,1-b]thiazol-2-yl)-1-carbapen-2-em-3-carboxylate in 0.5 ml of dry dichloromethane was added 0.95 ml of iodomethane, and the mixture was stirred under the atmosphere of argon in the darkness at room temperature for 18 hours. Unreacted reagent was removed under reduced pressure to give 89.1 mg of 4-nitrobenzyl (1S,5R,6S)-2-(3,6-dimethylimidazo[5,1-b]thiazolium-2-yl)-6-((1R)-1-hydroxyethyl)-1-...